This data is from the Open Reaction Database (ORD), a public repository of structured organic reaction records. The task is: describe an organic reaction: reactants, conditions, products, and yield Starting materials: [Al+3], O=C(Cl)c1ccc(Br)cc1, Cc1ccccc1O, [Cl-], [Cl-], [Cl-], ClCCl, O. Yields the product Cc1cc(C(=O)c2ccc(Br)cc2)ccc1O. As a reaction SMILES: [Al+3:20].[Br:1][c:2]1[cH:3][cH:4][c:5]([C:6](=[O:7])[Cl:8])[cH:9][cH:10]1.[CH3:11][c:12]1[cH:13][cH:14][cH:15][cH:16][c:17]1[OH:18].[Cl-:19].[Cl-:21].[Cl-:22].[Cl:24][CH2:25][Cl:26].[OH2:23]>>[Br:1][c:2]1[cH:3][cH:4][c:5]([C:6](=[O:7])[c:14]2[cH:13][c:12]([CH3:11])[c:17]([OH:18])[cH:16][cH:15]2)[cH:9][cH:10]1. Reactants: OCC=1C(=NC=CC1)C (3-Hydroxymethyl-2-methylpyridine), O=S(Cl)Cl (SOCl2). Solvent: C(Cl)Cl (CH2Cl2). Reaction conditions: time 4 hour. Yields the product ClCC=1C(=NC=CC1)C (3-chloromethyl-2-methylpyridine). As a reaction SMILES: O[CH2:2][C:3]1[C:4]([CH3:9])=[N:5][CH:6]=[CH:7][CH:8]=1.O=S(Cl)[Cl:12]>C(Cl)Cl>[Cl:12][CH2:2][C:3]1[C:4]([CH3:9])=[N:5][CH:6]=[CH:7][CH:8]=1. Procedure details: To a stirred solution of 3-hydroxymethyl-2-methylpyridine from Step 1 above (1.00 g, 8.13 mmol) in 40 mL of CH2Cl2 at ambient temperature was added SOCl2 (9.0 mL, 123 mmol). The reaction mixture was stirred for 4 hours, and the solvent and excess SOCl2 were evaporated under reduced pressure. The residue was partitioned between CH2Cl2 and saturated aqueous NaHCO3. The organic layer was separated, and the aqueous layer was washed with additional CH2 Cl2 (2×40 mL). The combined organic layers were ...